From a dataset of the Open Reaction Database (ORD), a public repository of structured organic reaction records. describe an organic reaction: reactants, conditions, products, and yield Reactants: COC(C(C)(NS(=O)(=O)C=1C=CC2=C(OC3=C2CCCC3)C1)C)=O (2-methyl-2-(6,7,8,9-tetrahydro-dibenzofuran-3-sulfonylamino)-propionic acid methyl ester), [OH-].[Na+] (sodium hydroxide). The solvent is O1CCCC1 (tetrahydrofuran). Run at time 3 day. The product is CC(C(=O)O)(C)NS(=O)(=O)C=1C=CC2=C(OC3=C2CCCC3)C1 (2-methyl-2-(6,7,8,9-tetrahydro-dibenzofuran-3-sulfonylamino)-propionic acid), Formula VIII. RXN SMILES: C[O:2][C:3](=[O:24])[C:4]([CH3:23])([NH:6][S:7]([C:10]1[CH:11]=[CH:12][C:13]2[C:17]3[CH2:18][CH2:19][CH2:20][CH2:21][C:16]=3[O:15][C:14]=2[CH:22]=1)(=[O:9])=[O:8])[CH3:5].[OH-].[Na+]>O1CCCC1>[CH3:23][C:4]([NH:6][S:7]([C:10]1[CH:11]=[CH:12][C:13]2[C:17]3[CH2:18][CH2:19][CH2:20][CH2:21][C:16]=3[O:15][C:14]=2[CH:22]=1)(=[O:9])=[O:8])([CH3:5])[C:3]([OH:24])=[O:2] |f:1.2|. Reported procedure: The 2-methyl-2-(6,7,8,9-tetrahydro-dibenzofuran-3-sulfonylamino)-propionic acid methyl ester (586 mg, 1.67 mmol) was suspended in aqueous tetrahydrofuran (1:1, 22 mL) and treated with aqueous sodium hydroxide (1 M, 7 mL). The reaction mixture was stirred at room temperature for 3 days. The tetrahydrofuran was concentrated in vacuo. The aqueous suspension was diluted with water (40 mL) and washed with diethyl ether. The aqueous phase was separated from the organic phase, and acidified (to a pH of...